From a dataset of the Open Reaction Database (ORD), a public repository of structured organic reaction records. describe an organic reaction: reactants, conditions, products, and yield Starting materials: C(C)(C)N1N=C2CC(NC(CC2=C1OS(=O)(=O)C(F)(F)F)(C)C)(C)C (trifluoro-methanesulfonic acid 2-isopropyl-5,5,7,7-tetramethyl-2,4,5,6,7,8-hexahydro-1,2,6-triaza-azulen-3-yl ester), FC1=CC=C(C=C1)B(O)O (4-fluorophenylboronic acid). Product: FC1=CC=C(C=C1)C=1N(N=C2CC(NC(CC12)(C)C)(C)C)C(C)C (3-(4-Fluoro-phenyl)-2-isopropyl-5,5,7,7-tetramethyl-2,4,5,6,7,8-hexahydro-1,2,6-triaza-azulene). The yield is 59.4%. Reaction SMILES: [CH:1]([N:4]1[C:13](OS(C(F)(F)F)(=O)=O)=[C:12]2[C:6]([CH2:7][C:8]([CH3:25])([CH3:24])[NH:9][C:10]([CH3:23])([CH3:22])[CH2:11]2)=[N:5]1)([CH3:3])[CH3:2].[F:26][C:27]1[CH:32]=[CH:31][C:30](B(O)O)=[CH:29][CH:28]=1>>[F:26][C:27]1[CH:32]=[CH:31][C:30]([C:13]2[N:4]([CH:1]([CH3:2])[CH3:3])[N:5]=[C:6]3[C:12]=2[CH2:11][C:10]([CH3:22])([CH3:23])[NH:9][C:8]([CH3:24])([CH3:25])[CH2:7]3)=[CH:29][CH:28]=1. Procedure: The title compound (100 mg) was prepared as in Example 296 using 196 mg of trifluoro-methanesulfonic acid 2-isopropyl-5,5,7,7-tetramethyl-2,4,5,6,7,8-hexahydro-1,2,6-triaza-azulen-3-yl ester and 100 mg of 4-fluorophenylboronic acid. MS (ESI): exact mass calculated for C20H28FN3, 329.23. found, m/z 330.5 [M+H]+. 1H NMR (500 MHz, CD3OD): 7.36-7.27 (m, 4H), 4.31 (m, 1H), 3.10 (s, 2H), 2.70 (s, 2H), 1.47-1.34 (m, 18H). As a reaction SMILES: [C:1]([CH3:2])([CH3:3])([CH3:4])[Si:5]([O:6][CH:7]([CH2:8][CH2:9][CH2:10][C:11](=[O:12])[O:13][CH3:14])[CH:15]([CH:16]=[O:17])[O:18][Si:19]([CH3:20])([CH3:21])[C:22]([CH3:23])([CH3:24])[CH3:25])([CH3:26])[CH3:27].[CH2:32]1[O:33][CH2:34][CH2:35][CH2:36]1.[CH:28]([I:29])([I:30])[I:31].[Cl-:37].[Cl-:39].[Cl-:40].[Cr+3:38]>>[C:1]([CH3:2])([CH3:3])([CH3:4])[Si:5]([O:6][CH:7]([CH2:8][CH2:9][CH2:10][C:11](=[O:12])[O:13][CH3:14])[CH:15]([CH:16]=[CH:28][I:31])[O:18][Si:19]([CH3:20])([CH3:21])[C:22]([CH3:23])([CH3:24])[CH3:25])([CH3:26])[CH3:27]. Reactants: COC(=O)CCCC(O[Si](C)(C)C(C)(C)C)C(C=O)O[Si](C)(C)C(C)(C)C, C1CCOC1, IC(I)I, [Cl-], [Cl-], [Cl-], [Cr+3]. Product: COC(=O)CCCC(O[Si](C)(C)C(C)(C)C)C(C=CI)O[Si](C)(C)C(C)(C)C. Starting materials: BrCCCCOC1=CC2=C(C(=NS2)C2=CC=C(C=C2)Br)C=C1 (6-(4-Bromo-butoxy)-3-(4-bromo-phenyl)-benzo[d]isothiazole), COCCNC (N-(2-methoxyethyl)methylamine). Product: BrC1=CC=C(C=C1)C1=NSC2=C1C=CC(=C2)OCCCCN(C)CCOC ([4-[3-(4-Bromo-phenyl)-benzo[d]isothiazol-6-yloxy]-butyl]-(2-methoxy-ethyl)-methyl-amine). RXN SMILES: Br[CH2:2][CH2:3][CH2:4][CH2:5][O:6][C:7]1[CH:22]=[CH:21][C:10]2[C:11]([C:14]3[CH:19]=[CH:18][C:17]([Br:20])=[CH:16][CH:15]=3)=[N:12][S:13][C:9]=2[CH:8]=1.[CH3:23][O:24][CH2:25][CH2:26][NH:27][CH3:28]>>[Br:20][C:17]1[CH:18]=[CH:19][C:14]([C:11]2[C:10]3[CH:21]=[CH:22][C:7]([O:6][CH2:5][CH2:4][CH2:3][CH2:2][N:27]([CH2:26][CH2:25][O:24][CH3:23])[CH3:28])=[CH:8][C:9]=3[S:13][N:12]=2)=[CH:15][CH:16]=1. Procedure: According to the method in example 4, 6-(4-Bromo-butoxy)-3-(4-bromo-phenyl)-benzo[d]isothiazole and N-(2-methoxyethyl)methylamine were converted to yield [4-[3-(4-Bromo-phenyl)-benzo[d]isothiazol-6-yloxy]-butyl]-(2-methoxy-ethyl)-methyl-amine, MS: 450 (MH+, 1Br). Reactants: O=C(O)c1ccc([N+](=O)[O-])cc1Cl, Cl, Nc1ccccc1S, O, c1ccc2ncccc2c1, c1ccncc1. The product is Nc1ccccc1Sc1cc([N+](=O)[O-])ccc1C(=O)O. RXN SMILES: [Cl:9][c:10]1[c:11]([C:12](=[O:13])[OH:14])[cH:15][cH:16][c:17]([N+:19](=[O:20])[O-:21])[cH:18]1.[ClH:32].[NH2:1][c:2]1[c:3]([SH:8])[cH:4][cH:5][cH:6][cH:7]1.[OH2:33].[cH:22]1[cH:23][c:24]2[c:25]([n:26][cH:27][cH:28][cH:29]2)[cH:30][cH:31]1.[cH:34]1[cH:35][cH:36][n:37][cH:38][cH:39]1>>[NH2:1][c:2]1[c:3]([S:8][c:10]2[c:11]([C:12](=[O:13])[OH:14])[cH:15][cH:16][c:17]([N+:19](=[O:20])[O-:21])[cH:18]2)[cH:4][cH:5][cH:6][cH:7]1.